The task is: describe an organic reaction: reactants, conditions, products, and yield. This data is from the Open Reaction Database (ORD), a public repository of structured organic reaction records. Solvent: C1(=CC=CC=C1)C (toluene), O (water). As a reaction SMILES: Cl[C:2]1[N:7]=[CH:6][N:5]=[C:4]2[N:8]([CH3:13])[N:9]=[C:10]([CH3:12])[CH2:11][C:3]=12.[C:14]1(B(O)O)[CH:19]=[CH:18][CH:17]=[CH:16][CH:15]=1.C(=O)([O-])[O-].[K+].[K+]>C1(C)C=CC=CC=1.O>[CH3:13][N:8]1[C:4]2=[N:5][CH:6]=[N:7][C:2]([C:14]3[CH:19]=[CH:18][CH:17]=[CH:16][CH:15]=3)=[C:3]2[CH2:11][C:10]([CH3:12])=[N:9]1 |f:2.3.4|. Procedure details: The 5-chloro-1,3-dimethyl-1,4-dihydropyridazino[3,4-d]pyrimidine (1.1 g), phenyl boronic acid (682 mg) and potassium carbonate (771 mg) were dissolved in toluene (15 mL) and water (1.5 mL). After the reaction mixture was degassed with nitrogen for 30 minute, Pd(PPh3)4 (323 mg) was added. The reaction mixture was again degassed with nitrogen for 20 minutes and then heated to 100° C. for 3 hours in a sealed tube. The reaction mixture was filtered through a celite pad and washed with ethyl acetate ... Conditions: temperature 100 celsius. The reactants are ClC1=C2C(=NC=N1)N(N=C(C2)C)C (5-chloro-1,3-dimethyl-1,4-dihydropyridazino[3,4-d]pyrimidine), C1(=CC=CC=C1)B(O)O (phenyl boronic acid), C([O-])([O-])=O.[K+].[K+] (potassium carbonate). Product: CN1N=C(CC=2C1=NC=NC2C2=CC=CC=C2)C (1,3-dimethyl-5-phenyl-1,4-dihydropyridazino[3,4-d]pyrimidine). Yield: 37.5%. Starting materials: C([O-])([O-])=O.[K+].[K+] (potassium carbonate), CC=1NC2=NC=CC=C2C1 (2-methyl-7-azaindole), O (water), ClC=1C=C(C(=O)OO)C=CC1 (m-chloroperoxybenzoic acid). Solvent: COCCOC (1,2-dimethoxyethane). Run at temperature 0 celsius, time 3 hour. The product is CC1=CC=2C(=[N+](C=CC2)[O-])N1 (2-Methyl-1H-pyrrolo[2,3-b]pyridine 7-oxide). Reaction SMILES: [CH3:1][C:2]1[NH:3][C:4]2[C:9]([CH:10]=1)=[CH:8][CH:7]=[CH:6][N:5]=2.ClC1C=C(C=CC=1)C(OO)=[O:16].O.C(=O)([O-])[O-].[K+].[K+]>COCCOC>[CH3:1][C:2]1[NH:3][C:4]2=[N+:5]([O-:16])[CH:6]=[CH:7][CH:8]=[C:9]2[CH:10]=1 |f:3.4.5|. Procedure details: To a cooled (0° C.) solution of 2-methyl-7-azaindole (5 g, 37.8 mmol) in 1,2-dimethoxyethane (40 ml) is added m-chloroperoxybenzoic acid (10.4 g, of a 77% w/w solid, 46.6 mmol). The reaction mixture is stirred at 0° C. for 30 minutes, at room temperature for 3 hours and then poured into water (400 ml). The solution is basified to pH 9-10 using saturated potassium carbonate solution. The aqueous is extracted with DCM (2×100 ml) and the organic portions are combined, dried (MgSO4) and concentrated...